From a dataset of the Open Reaction Database (ORD), a public repository of structured organic reaction records. describe an organic reaction: reactants, conditions, products, and yield The reactants are C(#C)C1(OC2=C(CC1)C(=C(C(=C2C)C)O)C)C (rac-3,4-dihydro-2-ethynyl-2,5,7,8-tetramethyl-2H-1-benzopyran-6-ol), IC1=CC=CC2=CC=CC=C12 (1-iodonaphthalene). The solvent is C(Cl)Cl (methylene chloride). Product: CC1(OC2=C(CC1)C(=C(C(=C2C)C)O)C)C#CC2=CC=CC1=CC=CC=C21 (rac-3,4-dihydro-2,5,7,8-tetramethyl-2-[(1-naphthyl)ethynyl]-2H-1-benzopyran-6-ol). RXN SMILES: [C:1]([C:3]1([CH3:17])[CH2:8][CH2:7][C:6]2[C:9]([CH3:16])=[C:10]([OH:15])[C:11]([CH3:14])=[C:12]([CH3:13])[C:5]=2[O:4]1)#[CH:2].I[C:19]1[C:28]2[C:23](=[CH:24][CH:25]=[CH:26][CH:27]=2)[CH:22]=[CH:21][CH:20]=1>C(Cl)Cl>[CH3:17][C:3]1([C:1]#[C:2][C:27]2[C:28]3[C:23](=[CH:22][CH:21]=[CH:20][CH:19]=3)[CH:24]=[CH:25][CH:26]=2)[CH2:8][CH2:7][C:6]2[C:9]([CH3:16])=[C:10]([OH:15])[C:11]([CH3:14])=[C:12]([CH3:13])[C:5]=2[O:4]1. Procedure details: rac-3,4-dihydro-2,5,7,8-tetramethyl-2-[(1-naphthyl)ethynyl]-2H-1-benzopyran-6-ol was prepared by coupling rac-3,4-dihydro-2-ethynyl-2,5,7,8-tetramethyl-2H-1-benzopyran-6-ol with 1-iodonaphthalene under the conditions described in Example 1. It was isolated by chromatography over 40 fold amount of silica gel using methylene chloride. The combined clean fractions were crystallized from hexane and recrystallized from petroleum ether to give colorless crystals with m.p. 127°-128°. Reactants: Cc1cc(Br)ccc1C(=O)CBr, CCCCO, OCCO, Cc1ccc(S(=O)(=O)O)cc1, c1ccccc1. Product: Cc1cc(Br)ccc1C1(CBr)OCCO1. As a reaction SMILES: [Br:1][CH2:2][C:3](=[O:4])[c:5]1[c:6]([CH3:12])[cH:7][c:8]([Br:11])[cH:9][cH:10]1.[CH2:13]([CH2:14][CH2:15][CH3:16])[OH:17].[CH2:35]([OH:36])[CH2:37][OH:38].[CH3:18][c:19]1[cH:20][cH:21][c:22]([S:23](=[O:24])(=[O:25])[OH:26])[cH:27][cH:28]1.[cH:29]1[cH:30][cH:31][cH:32][cH:33][cH:34]1>>[Br:1][CH2:2][C:3]1([c:5]2[c:6]([CH3:12])[cH:7][c:8]([Br:11])[cH:9][cH:10]2)[O:4][CH2:14][CH2:13][O:17]1. Reactants: CNC(=O)[C@H]1S[C@H]([C@@H]([C@@H]1O[Si](C)(C)C(C)(C)C)O[Si](C)(C)C(C)(C)C)N1C2=NC(=NC(=C2N=C1)NC)Cl ((2S,3S,4R,5R)-3,4-bis(tert-butyldimethylsilanyloxy)-5-(2-chloro-6-methylaminopurin-9-yl)-tetrahydrothiophene-2-carboxylic acid methyl amide), [F-].C(CCC)[N+](CCCC)(CCCC)CCCC (tetrabutylammonium fluoride), O1CCCC1 (tetrahydrofuran). Run at time 1 hour. Product: CNC(=O)C1(SCC(C1O)O)N1C2=NC(=NC(=C2N=C1)NC)Cl (2-chloro-6-methylaminopurin-9-yl-3,4-dihydroxytetrahydrothiophene-2-carboxylic acid methyl amide). Isolated yield 65.0%. As a reaction SMILES: CNC([C@@H:5]1[C@@H:9]([O:10][Si](C(C)(C)C)(C)C)[C@@H:8]([O:18][Si](C(C)(C)C)(C)C)[C@H:7]([N:26]2[CH:34]=[N:33][C:32]3[C:27]2=[N:28][C:29]([Cl:37])=[N:30][C:31]=3[NH:35][CH3:36])[S:6]1)=O.[F-].[CH2:39]([N+:43]([CH2:52]CCC)(CCCC)CCCC)CCC.[O:56]1CCCC1>>[CH3:39][NH:43][C:52]([C:7]1([N:26]2[CH:34]=[N:33][C:32]3[C:27]2=[N:28][C:29]([Cl:37])=[N:30][C:31]=3[NH:35][CH3:36])[CH:8]([OH:18])[CH:9]([OH:10])[CH2:5][S:6]1)=[O:56] |f:1.2|. Procedure: 48 mg (0.08 mmol) of (2S,3S,4R,5R)-3,4-bis(tert-butyldimethylsilanyloxy)-5-(2-chloro-6-methylaminopurin-9-yl)-tetrahydrothiophene-2-carboxylic acid methyl amide were dissolved in anhydrous tetrahydrofuran to which 0.22 mL (0.22 mmol, 1M tetrahydrofuran solution) of tetrabutylammonium fluoride was added. The reaction mixture was stirred at ambient temperature for 1 h. The reaction mixture was distilled under reduced pressure and the concentrate was purified by silica gel column chromatography usi... Starting materials: BrC1=CC(=NC=C1)C1=N[C@]2(CC1)C(NCC2)=O ((5S)-2-(4-bromo-2-pyridyl)-1,7-diazaspiro[4.4]non-1-en-6-one), FC(C1=CC=C(C=C1)B(O)O)(F)F ([4-(trifluoromethyl)phenyl]-boronic acid), C([O-])([O-])=O.[Na+].[Na+] (sodium carbonate). The reagents and catalysts are C1([P]([Pd][P](C2=CC=CC=C2)(C3=CC=CC=C3)C4=CC=CC=C4)(C5=CC=CC=C5)C6=CC=CC=C6)=CC=CC=C1 (bis(triphenylphosphine)palladium). Solvent: COCCOC (1,2-dimethoxyethane), O (water), ClCCl (dichloromethane), O (water). Run at temperature 120 celsius. The product is FC(C1=CC=C(C=C1)C1=CC(=NC=C1)C1=N[C@]2(CC1)C(NCC2)=O)(F)F ((5S)-2-[4-[4-(trifluoromethyl)-phenyl]-2-pyridyl]-1,7-diazaspiro[4.4]non-1-en-6-one). Isolated yield 74.1%. Reaction SMILES: Br[C:2]1[CH:7]=[CH:6][N:5]=[C:4]([C:8]2[CH2:12][CH2:11][C@@:10]3([CH2:16][CH2:15][NH:14][C:13]3=[O:17])[N:9]=2)[CH:3]=1.[F:18][C:19]([F:30])([F:29])[C:20]1[CH:25]=[CH:24][C:23](B(O)O)=[CH:22][CH:21]=1.C(=O)([O-])[O-].[Na+].[Na+]>COCCOC.O.ClCCl.C1(C=CC=CC=1)[P](C1C=CC=CC=1)(C1C=CC=CC=1)[Pd][P](C1C=CC=CC=1)(C1C=CC=CC=1)C1C=CC=CC=1>[F:18][C:19]([F:30])([F:29])[C:20]1[CH:25]=[CH:24][C:23]([C:2]2[CH:7]=[CH:6][N:5]=[C:4]([C:8]3[CH2:12][CH2:11][C@@:10]4([CH2:16][CH2:15][NH:14][C:13]4=[O:17])[N:9]=3)[CH:3]=2)=[CH:22][CH:21]=1 |f:2.3.4,^1:52,66|. Procedure details: To a solution of (5S)-2-(4-bromo-2-pyridyl)-1,7-diazaspiro[4.4]non-1-en-6-one (which may be prepared as described in Description 19) (200 mg, 0.6800 mmol) in 1,2-dimethoxyethane (3 mL) and water (1 mL) was added [4-(trifluoromethyl)phenyl]-boronic acid (142.05 mg, 0.7500 mmol) and sodium carbonate (216.2 mg, 2.04 mmol). The reaction mixture was degassed with nitrogen and then treated with bis(triphenylphosphine)palladium (II) dichloride (23.86 mg, 0.0300 mmol). The reaction mixture was heated in... Solvent: C(C)(=O)OCC (ethyl acetate), O1CCCC1 (tetrahydrofuran). Procedure: Methylamine (37.2 ml of a 40% by weight aqueous solution, 481 mmole) was added to a 250 ml flask containing 4.47 g (12.0 mmole) of 3-phenyl-4-(4-trifluoromethylphenyl)butane sulfonic acid methyl ester dissolved in 50 ml of tetrahydrofuran. The resulting solution was stirred overnight at room temperature (22° C.) and concentrated under reduced pressure to provide a residue. The residue was dissolved in ethyl acetate and the resulting solution was washed with water and a saturated brine solution. ... Starting materials: CN (Methylamine), COS(=O)(=O)CCC(CC1=CC=C(C=C1)C(F)(F)F)C1=CC=CC=C1 (3-phenyl-4-(4-trifluoromethylphenyl)butane sulfonic acid methyl ester). RXN SMILES: [CH3:1][NH2:2].COS([CH2:8][CH2:9][CH:10]([C:22]1[CH:27]=[CH:26][CH:25]=[CH:24][CH:23]=1)[CH2:11][C:12]1[CH:17]=[CH:16][C:15]([C:18]([F:21])([F:20])[F:19])=[CH:14][CH:13]=1)(=O)=O>O1CCCC1.C(OCC)(=O)C>[CH3:1][NH:2][CH2:8][CH2:9][CH:10]([C:22]1[CH:27]=[CH:26][CH:25]=[CH:24][CH:23]=1)[CH2:11][C:12]1[CH:17]=[CH:16][C:15]([C:18]([F:21])([F:20])[F:19])=[CH:14][CH:13]=1. Reaction conditions: temperature 22 celsius, time 8 hour. The product is CNCCC(CC1=CC=C(C=C1)C(F)(F)F)C1=CC=CC=C1 (N-methyl-3-phenyl-4-(4-trifluoromethylphenyl)butanamine). Reactants: O=C([O-])[O-], CN(C)C=O, O=C(O)C1CN(C(c2ccccc2)c2ccccc2)C1, CI, [K+], [K+], O. Product: COC(=O)C1CN(C(c2ccccc2)c2ccccc2)C1. Reaction SMILES: [C:1](=[O:2])([O-:3])[O-:4].[CH3:30][N:31]([CH3:32])[CH:33]=[O:34].[CH:9]([c:10]1[cH:11][cH:12][cH:13][cH:14][cH:15]1)([c:16]1[cH:17][cH:18][cH:19][cH:20][cH:21]1)[N:22]1[CH2:23][CH:24]([C:26](=[O:27])[OH:28])[CH2:25]1.[I:7][CH3:8].[K+:5].[K+:6].[OH2:29]>>[CH3:1][O:28][C:26]([CH:24]1[CH2:23][N:22]([CH:9]([c:10]2[cH:11][cH:12][cH:13][cH:14][cH:15]2)[c:16]2[cH:17][cH:18][cH:19][cH:20][cH:21]2)[CH2:25]1)=[O:27].